This data is from the Open Reaction Database (ORD), a public repository of structured organic reaction records. The task is: describe an organic reaction: reactants, conditions, products, and yield Starting materials: [Si](C)(C)(C(C)(C)C)OC(CC(=O)OC)C (methyl (-)-3-t-butyldimethylsilyloxybutyrate), [OH-].[K+] (potassium hydroxide). The solvent is CO (methanol). Reaction conditions: time 15 minute. The product is [Si](C)(C)(C(C)(C)C)OC(CC(=O)O)C ((-)-3-t-butyldimethylsilyloxybutyric acid). Yield: 94.6%. Reaction SMILES: [Si:1]([O:8][CH:9]([CH3:15])[CH2:10][C:11]([O:13]C)=[O:12])([C:4]([CH3:7])([CH3:6])[CH3:5])([CH3:3])[CH3:2].[OH-].[K+]>CO>[Si:1]([O:8][CH:9]([CH3:15])[CH2:10][C:11]([OH:13])=[O:12])([C:4]([CH3:7])([CH3:6])[CH3:5])([CH3:3])[CH3:2] |f:1.2|. Procedure: There was dissolved 3.58 g (15.4 mmol) of methyl (-)-3-t-butyldimethylsilyloxybutyrate in 30 ml of methanol, to which 30 ml of 1 N potassium hydroxide was added and the mixture was stirred for 15 minutes. After distilling away most methanol from the mixture, the solution was acidified with 1 N hydrochloric acid and extracted with diethyl ether. The extract was washed with a saturated aqueous solution of sodium chloride and dried with anhydrous magnesium sulfate, which was concentrated under redu...